This data is from the Open Reaction Database (ORD), a public repository of structured organic reaction records. The task is: describe an organic reaction: reactants, conditions, products, and yield The reactants are 1,4-dioxane (500 μL)-water, FC1=CC=C(C=C1)C1=CCN(C[C@H]1OC(C(C)(C)C)=O)C(=O)OC(C)(C)C (tert-butyl (S)-4-(4-fluorophenyl)-5-(pivaloyloxy)-5,6-dihydropyridine-1(2H)-carboxylate), O.[OH-].[Li+] (lithium hydroxide monohydrate), resultant mixture. Product: FC1=CC=C(C=C1)C1=CCN(C[C@H]1O)C(=O)OC(C)(C)C (tert-Butyl (S)-4-(4-Fluorophenyl)-5-hydroxy-5,6-dihydropyridine-1(2H)-carboxylate). RXN SMILES: [F:1][C:2]1[CH:7]=[CH:6][C:5]([C:8]2[C@H:13]([O:14]C(=O)C(C)(C)C)[CH2:12][N:11]([C:21]([O:23][C:24]([CH3:27])([CH3:26])[CH3:25])=[O:22])[CH2:10][CH:9]=2)=[CH:4][CH:3]=1.O.[OH-].[Li+]>>[F:1][C:2]1[CH:3]=[CH:4][C:5]([C:8]2[C@H:13]([OH:14])[CH2:12][N:11]([C:21]([O:23][C:24]([CH3:27])([CH3:26])[CH3:25])=[O:22])[CH2:10][CH:9]=2)=[CH:6][CH:7]=1 |f:1.2.3|. Procedure details: To a 1,4-dioxane (500 μL)-water (100 μL) solution of tert-butyl (S)-4-(4-fluorophenyl)-5-(pivaloyloxy)-5,6-dihydropyridine-1(2H)-carboxylate (50.0 mg, 0.132 mmol) synthesized in Reference Synthesis Example 136, lithium hydroxide monohydrate (17.0 mg, 0.405 mmol) was added and the resultant mixture was stirred at 115° C. for 10 hours. After completion of the reaction, the reaction solution was analyzed with chiral column chromatography to measure optical purity. Starting materials: C(C)NC(=O)C1=CC(=C(C=C1F)N1CCN(CC1)C(=O)OC(C)(C)C)F (tert-butyl 4-(4-(ethylcarbamoyl)-2,5-difluorophenyl)piperazine-1-carboxylate), Cl (HCl). The solvent is O1CCOCC1 (dioxane), C(C)OCC (ethyl ether). Conditions: time 30 minute. Product: Cl.C(C)NC(C1=C(C=C(C(=C1)F)N1CCNCC1)F)=O (N-ethyl-2,5-difluoro-4-(piperazin-1-yl)benzamide hydrochloride). Yield: 98.0%. As a reaction SMILES: [CH2:1]([NH:3][C:4]([C:6]1[C:11]([F:12])=[CH:10][C:9]([N:13]2[CH2:18][CH2:17][N:16](C(OC(C)(C)C)=O)[CH2:15][CH2:14]2)=[C:8]([F:26])[CH:7]=1)=[O:5])[CH3:2].[ClH:27]>O1CCOCC1.C(OCC)C>[ClH:27].[CH2:1]([NH:3][C:4](=[O:5])[C:6]1[CH:7]=[C:8]([F:26])[C:9]([N:13]2[CH2:18][CH2:17][NH:16][CH2:15][CH2:14]2)=[CH:10][C:11]=1[F:12])[CH3:2] |f:4.5|. Procedure details: tert-butyl 4-(4-(ethylcarbamoyl)-2,5-difluorophenyl)piperazine-1-carboxylate (0.020 g, 0.054 mmol) was diluted with 4.0M HCl in dioxane (3 mL) and stirred for 30 min. The thick white precipitate that formed was diluted with ethyl ether (10 mL) and stirred until a fine suspension resulted. The precipitate was filtered under nitrogen and dried in vacuum to afford N-ethyl-2,5-difluoro-4-(piperazin-1-yl)benzamide hydrochloride (16.2 mg, 0.053 mmol, 98% yield) as a white solid. ESI-MS: m/z 270 (M+H)+... Starting materials: CC(C)=O, CCOC(C)=O, CCOC(=O)Cl, COc1ccc(Cc2ccccc2OC2OC(CO)C(O)C(O)C2O)cc1, O, Cc1cccc(C)n1. The product is CCOC(=O)OCC1OC(Oc2ccccc2Cc2ccc(OC)cc2)C(O)C(O)C1O. RXN SMILES: [CH3:43][C:44](=[O:45])[CH3:46].[CH3:47][CH2:48][O:49][C:50](=[O:51])[CH3:52].[Cl:36][C:37](=[O:38])[O:39][CH2:40][CH3:41].[O:1]([CH:2]1[CH:3]([OH:4])[CH:5]([OH:6])[CH:7]([OH:8])[CH:9]([CH2:11][OH:12])[O:10]1)[c:13]1[c:14]([CH2:19][c:20]2[cH:21][cH:22][c:23]([O:26][CH3:27])[cH:24][cH:25]2)[cH:15][cH:16][cH:17][cH:18]1.[OH2:42].[n:28]1[c:29]([CH3:30])[cH:31][cH:32][cH:33][c:34]1[CH3:35]>>[O:1]([CH:2]1[CH:3]([OH:4])[CH:5]([OH:6])[CH:7]([OH:8])[CH:9]([CH2:11][O:12][C:37](=[O:38])[O:39][CH2:40][CH3:41])[O:10]1)[c:13]1[c:14]([CH2:19][c:20]2[cH:21][cH:22][c:23]([O:26][CH3:27])[cH:24][cH:25]2)[cH:15][cH:16][cH:17][cH:18]1. Reactants: C(C)OC(=O)C=1C(=NOC1C1=CC=CC=C1)C1=CC=C(C=C1)NC=1SC2=C(N1)C=CC(=C2)F (3-[4-(6-fluoro-benzothiazol-2-ylamino)-phenyl]-5-phenyl-isoxazole-4-carboxylic acid ethyl ester), [OH-].[Na+] (NaOH). Run in C1CCOC1 (THF). Reaction conditions: time 2 hour. The product is FC1=CC2=C(N=C(S2)NC2=CC=C(C=C2)C2=NOC(=C2C(=O)O)C2=CC=CC=C2)C=C1 (3-[4-(6-Fluoro-benzothiazol-2-ylamino)-phenyl]-5-phenyl-isoxazole-4-carboxylic acid). Yield: 78.2%. As a reaction SMILES: C([O:3][C:4]([C:6]1[C:7]([C:17]2[CH:22]=[CH:21][C:20]([NH:23][C:24]3[S:25][C:26]4[CH:32]=[C:31]([F:33])[CH:30]=[CH:29][C:27]=4[N:28]=3)=[CH:19][CH:18]=2)=[N:8][O:9][C:10]=1[C:11]1[CH:16]=[CH:15][CH:14]=[CH:13][CH:12]=1)=[O:5])C.[OH-].[Na+]>C1COCC1>[F:33][C:31]1[CH:30]=[CH:29][C:27]2[N:28]=[C:24]([NH:23][C:20]3[CH:21]=[CH:22][C:17]([C:7]4[C:6]([C:4]([OH:5])=[O:3])=[C:10]([C:11]5[CH:16]=[CH:15][CH:14]=[CH:13][CH:12]=5)[O:9][N:8]=4)=[CH:18][CH:19]=3)[S:25][C:26]=2[CH:32]=1 |f:1.2|. Procedure: The compound 3-[4-(6-fluoro-benzothiazol-2-ylamino)-phenyl]-5-phenyl-isoxazole-4-carboxylic acid ethyl ester (10.9 g; 23.7 mmol) was dissolved in 100 ml THF by heating at reflux to get a clear solution. To the solution, 1N NaOH (47.4 ml; 44.7 mmol) was added and the reaction mixture was stirred for 2 h. The solvent was removed. The residue was taken up in water and acidified with 2N HCl to pH 2. The solid was filtered and dried to provide 8 g of the title compound in 78.2% yield. 1H NMR (DMSO-d6... The reactants are NC(CCN1CCCCC1)C1=CC=C(C=C1)C (1-[3-amino-3-(4-methylphenyl)propyl]piperidine), N1=C(CC(=O)Cl)C=CC2=CC=CC=C12 (quinaldinoyl chloride). The product is CC1=CC=C(C=C1)C(CCN1CCCCC1)NC(=O)CC1=NC2=CC=CC=C2C=C1 (N-[1-(4-methylphenyl)-3-piperidinopropyl]quinaldinamide). Isolated yield 90.5%. As a reaction SMILES: [NH2:1][CH:2]([C:11]1[CH:16]=[CH:15][C:14]([CH3:17])=[CH:13][CH:12]=1)[CH2:3][CH2:4][N:5]1[CH2:10][CH2:9][CH2:8][CH2:7][CH2:6]1.[N:18]1[C:31]2[C:26](=[CH:27][CH:28]=[CH:29][CH:30]=2)[CH:25]=[CH:24][C:19]=1[CH2:20][C:21](Cl)=[O:22]>>[CH3:17][C:14]1[CH:15]=[CH:16][C:11]([CH:2]([NH:1][C:21]([CH2:20][C:19]2[CH:24]=[CH:25][C:26]3[C:31](=[CH:30][CH:29]=[CH:28][CH:27]=3)[N:18]=2)=[O:22])[CH2:3][CH2:4][N:5]2[CH2:6][CH2:7][CH2:8][CH2:9][CH2:10]2)=[CH:12][CH:13]=1. Procedure details: The procedure of Example 1 was repeated using 697 mg (3.0 mmol.) of 1-[3-amino-3-(4-methylphenyl)propyl]piperidine and 575 mg (3.0 mmol.) of quinaldinoyl chloride, to obtain 1.09 g (yield: 94%) of the subject compound as a pale yellow oily product. Starting materials: solution, O1CCCC1 (tetrahydrofuran), ClC1=C(C=CC=C1)C=1N=NN(N1)C(C)(C1=CC=CC=C1)C (5-(2-chloro-phenyl)-2-(1-methyl-1-phenyl-ethyl )-2H-tetrazole), O1C(OCCC1)C1=CC=C(C=C1)[Mg]Br (4-([1,3]dioxan-2-yl)phenylmagnesium bromide). Reagents/catalysts: [Cl-].[Zn+2].[Cl-] (zinc chloride), Cl[Ni]1([P](CCC[P](C2=CC=CC=C2)1C3=CC=CC=C3)(C4=CC=CC=C4)C5=CC=CC=C5)Cl (dichloro[1,3-bis(diphenylphosphino)propane]nickel(II)). The solvent is COC(C)(C)C (tert-butyl methyl ether), COC(C)(C)C (tert-butyl methyl ether). Conditions: temperature 0 celsius. The product is O1C(OCCC1)C1=CC=C(C=C1)C1=C(C=CC=C1)C=1N=NN(N1)C(C)(C1=CC=CC=C1)C (5-(4′-[1,3]dioxan-2-yl-biphenyl-2-yl)-2-(1-methyl-1-phenyl-ethyl)-2H-tetrazole). As a reaction SMILES: O1CCCC1.Cl[C:7]1[CH:12]=[CH:11][CH:10]=[CH:9][C:8]=1[C:13]1[N:14]=[N:15][N:16]([C:18]([CH3:26])([C:20]2[CH:25]=[CH:24][CH:23]=[CH:22][CH:21]=2)[CH3:19])[N:17]=1.[O:27]1[CH2:32][CH2:31][CH2:30][O:29][CH:28]1[C:33]1[CH:38]=[CH:37][C:36]([Mg]Br)=[CH:35][CH:34]=1>COC(C)(C)C.Cl[Ni]1(Cl)[P](C2C=CC=CC=2)(C2C=CC=CC=2)CCC[P]1(C1C=CC=CC=1)C1C=CC=CC=1.[Cl-].[Zn+2].[Cl-]>[O:27]1[CH2:32][CH2:31][CH2:30][O:29][CH:28]1[C:33]1[CH:34]=[CH:35][C:36]([C:7]2[CH:12]=[CH:11][CH:10]=[CH:9][C:8]=2[C:13]2[N:14]=[N:15][N:16]([C:18]([CH3:26])([C:20]3[CH:25]=[CH:24][CH:23]=[CH:22][CH:21]=3)[CH3:19])[N:17]=2)=[CH:37][CH:38]=1 |f:5.6.7,^1:49,65|. Procedure: In another flask, dichloro[1,3-bis(diphenylphosphino)propane]nickel(II) (0.022 g; 0.04 mmol) is suspended in tert-butyl methyl ether (3 mL) and cooled to about 0° C. before a 0.5 M solution of zinc chloride in tetrahydrofuran (0.40 mL; 0.20 mmol) and a solution of 5-(2-chloro-phenyl)-2-(1-methyl-1-phenyl-ethyl )-2H-tetrazole (1.20 g; 4.0 mmol) in tert-butyl methyl ether (1.2 mL) are added. To the vigorously stirred resulting suspension is added at about 0° C. 9.6 mL of the above 0.5 M 4-([1,3]di... Reactants: Intermediate 12, COC(C[C@@H]1COC2=C1C=CC(=C2)O[C@@H]2CCC1=C(C=CC(=C21)F)O)=O ({(S)-6-[(R)-7-fluoro-4-hydroxy-indan-1-yloxy]-2,3-dihydro-benzofuran-3-yl}-acetic acid methyl ester), FC1=C(C=C(C#N)C=C1)C (4-fluoro-3-methyl-benzonitrile). The product is C(#N)C1=CC(=C(OC2=C3CC[C@H](C3=C(C=C2)F)OC2=CC3=C([C@@H](CO3)CC(=O)O)C=C2)C=C1)C ({(S)-6-[(R)-4-(4-Cyano-2-methyl-phenoxy)-7-fluoro-indan-1-yloxy]-2,3-dihydro-benzofuran-3-yl}-acetic acid), methyl ester. Reaction SMILES: C[O:2][C:3](=[O:26])[CH2:4][C@H:5]1[C:9]2[CH:10]=[CH:11][C:12]([O:14][C@H:15]3[C:23]4[C:18](=[C:19]([OH:25])[CH:20]=[CH:21][C:22]=4[F:24])[CH2:17][CH2:16]3)=[CH:13][C:8]=2[O:7][CH2:6]1.F[C:28]1[CH:35]=[CH:34][C:31]([C:32]#[N:33])=[CH:30][C:29]=1[CH3:36]>>[C:32]([C:31]1[CH:34]=[CH:35][C:28]([O:25][C:19]2[CH:20]=[CH:21][C:22]([F:24])=[C:23]3[C:18]=2[CH2:17][CH2:16][C@H:15]3[O:14][C:12]2[CH:11]=[CH:10][C:9]3[C@H:5]([CH2:4][C:3]([OH:2])=[O:26])[CH2:6][O:7][C:8]=3[CH:13]=2)=[C:29]([CH3:36])[CH:30]=1)#[N:33]. Procedure details: The methyl ester of the title compound is prepared from {(S)-6-[(R)-7-fluoro-4-hydroxy-indan-1-yloxy]-2,3-dihydro-benzofuran-3-yl}-acetic acid methyl ester and 4-fluoro-3-methyl-benzonitrile following a procedure analogous to that described for Intermediate 12. The title compound is obtained after saponification of the methyl ester as described for Example 1. LC (method 2): tR=1.14 min; Mass spectrum (ESI+): m/z=460 [M+H]+.